From a dataset of the Open Reaction Database (ORD), a public repository of structured organic reaction records. describe an organic reaction: reactants, conditions, products, and yield Reactants: Nc1cccc2c(Br)cccc12, O=C([O-])[O-], CN1CCN(C(=O)c2ccc3c(c2)[nH]c2c(C(N)=O)ccc(B4OC(C)(C)C(C)(C)O4)c23)CC1, Cc1ccccc1, CCO, [K+], [K+]. Yields the product CN1CCN(C(=O)c2ccc3c(c2)[nH]c2c(C(N)=O)ccc(-c4cccc5c(N)cccc45)c23)CC1. RXN SMILES: [Br:35][c:36]1[c:37]2[cH:38][cH:39][cH:40][c:41]([NH2:46])[c:42]2[cH:43][cH:44][cH:45]1.[C:47](=[O:48])([O-:49])[O-:50].[CH3:1][N:2]1[CH2:3][CH2:4][N:5]([C:8](=[O:9])[c:10]2[cH:11][cH:12][c:13]3[c:14]4[c:15]([B:26]5[O:27][C:28]([CH3:29])([CH3:30])[C:31]([CH3:32])([CH3:33])[O:34]5)[cH:16][cH:17][c:18]([C:23](=[O:24])[NH2:25])[c:19]4[nH:20][c:21]3[cH:22]2)[CH2:6][CH2:7]1.[CH3:53][c:54]1[cH:55][cH:56][cH:57][cH:58][cH:59]1.[CH3:60][CH2:61][OH:62].[K+:51].[K+:52]>>[CH3:1][N:2]1[CH2:3][CH2:4][N:5]([C:8](=[O:9])[c:10]2[cH:11][cH:12][c:13]3[c:14]4[c:15](-[c:36]5[c:37]6[cH:38][cH:39][cH:40][c:41]([NH2:46])[c:42]6[cH:43][cH:44][cH:45]5)[cH:16][cH:17][c:18]([C:23](=[O:24])[NH2:25])[c:19]4[nH:20][c:21]3[cH:22]2)[CH2:6][CH2:7]1.